From a dataset of the Open Reaction Database (ORD), a public repository of structured organic reaction records. describe an organic reaction: reactants, conditions, products, and yield Starting materials: non-aromatic carbon, C1(=CC=CC=C1)OC (anisole), O=O (oxygen), CCOCC (ether), CCOCC (ether). Product: C1(=CC=CC=C1)OC (anisole), C (methane), C1(=CC=CC=C1)O (phenol). RXN SMILES: [CH3:1]COCC.O=O.[C:8]1([O:14][CH3:15])[CH:13]=[CH:12][CH:11]=[CH:10][CH:9]=1>>[C:8]1([O:14][CH3:15])[CH:13]=[CH:12][CH:11]=[CH:10][CH:9]=1.[CH4:1].[C:8]1([OH:14])[CH:13]=[CH:12][CH:11]=[CH:10][CH:9]=1. Procedure details: Another feedstock is an ether of general formula R--O--R'. At least one of R or R' must have non-aromatic carbon attached to the oxygen, and otherwise are defined as R above. If R is non-aromatic and R' is aromatic such as in anisole, only the non-aromatic side of the ether will be hydrogenolyzed. Thus anisole will yield methane and phenol. If both R and R' are non-aromatic both sides will be hydrogenolyzed. Thus bibenzyl ether will yield two moles of toluene. The reactants are CCCI, [I-], [Na+], CCOC(=O)C=Cc1ccc(O)cc1. Product: CCCOc1ccc(C=CC(=O)OCC)cc1. Reaction SMILES: [CH2:15]([CH2:16][CH3:17])[I:18].[I-:20].[Na+:19].[OH:1][c:2]1[cH:3][cH:4][c:5]([CH:6]=[CH:7][C:8](=[O:9])[O:10][CH2:11][CH3:12])[cH:13][cH:14]1>>[O:1]([c:2]1[cH:3][cH:4][c:5]([CH:6]=[CH:7][C:8](=[O:9])[O:10][CH2:11][CH3:12])[cH:13][cH:14]1)[CH2:15][CH2:16][CH3:17]. Starting materials: OC1=CC=C(C(=O)OC)C=C1 (methyl 4-hydroxybenzoate), C[O-].[Na+] (NaOMe), C1(=CC=CC=C1)CCCCBr (4-phenylbutyl bromide), [OH-].[Na+] (NaOH). Run in CN(C)C=O (DMF), CN(C)C=O (DMF), CN(C)C=O (DMF). Product: C1(=CC=CC=C1)CCCCOC1=CC=C(C(=O)OC)C=C1 (Methyl 4-(4-Phenylbutoxy)benzoate). RXN SMILES: [OH:1][C:2]1[CH:11]=[CH:10][C:5]([C:6]([O:8][CH3:9])=[O:7])=[CH:4][CH:3]=1.C[O-].[Na+].[C:15]1([CH2:21][CH2:22][CH2:23][CH2:24]Br)[CH:20]=[CH:19][CH:18]=[CH:17][CH:16]=1.[OH-].[Na+]>CN(C=O)C>[C:15]1([CH2:21][CH2:22][CH2:23][CH2:24][O:1][C:2]2[CH:3]=[CH:4][C:5]([C:6]([O:8][CH3:9])=[O:7])=[CH:10][CH:11]=2)[CH:20]=[CH:19][CH:18]=[CH:17][CH:16]=1 |f:1.2,4.5|. Procedure: A solution of methyl 4-hydroxybenzoate (13.4 kg, 88 mol) in DMF (52 L) was added dropwise to a mixture of NaOMe (4.8 kg, 89 mol) and DMF (50 L) at room temperature under a gentle stream of nitrogen. The reaction mixture was heated at 60°-70° for 1 hr with stirring and then cooled to room temperature. To this mixture was added dropwise a solution of 4-phenylbutyl bromide (16.92 kg, 79.4 mol) in DMF (5 L). The resulting mixture was heated at 60°-70° for 1 hr with constant stirring and cooled to ro... Reactants: BrC=1C=C(C(=NC1)N)OC(C)C1=C(C=CC(=C1)Cl)Cl (5-bromo-3-[1-(2,5-dichloro-phenyl)-ethoxy]-pyridin-2-ylamine), BrC1=CC=C(C=C1)B(O)O (4-bromophenyl boronic acid), CP(C)=O (dimethylphosphine oxide). Yields the product ClC1=C(C=C(C=C1)Cl)C(C)OC=1C(=NC=C(C1)C1=CC=C(C=C1)P(=O)(C)C)N (3-[1-(2,5-dichlorophenyl)ethoxy]-5-(4-dimethylphosphorylphenyl)pyridin-2-amine). RXN SMILES: Br[C:2]1[CH:3]=[C:4]([O:9][CH:10]([C:12]2[CH:17]=[C:16]([Cl:18])[CH:15]=[CH:14][C:13]=2[Cl:19])[CH3:11])[C:5]([NH2:8])=[N:6][CH:7]=1.Br[C:21]1[CH:26]=[CH:25][C:24](B(O)O)=[CH:23][CH:22]=1.[CH3:30][PH:31](=[O:33])[CH3:32]>>[Cl:19][C:13]1[CH:14]=[CH:15][C:16]([Cl:18])=[CH:17][C:12]=1[CH:10]([O:9][C:4]1[C:5]([NH2:8])=[N:6][CH:7]=[C:2]([C:21]2[CH:26]=[CH:25][C:24]([P:31]([CH3:32])([CH3:30])=[O:33])=[CH:23][CH:22]=2)[CH:3]=1)[CH3:11]. Procedure: The title compound was prepared from 5-bromo-3-[1-(2,5-dichloro-phenyl)-ethoxy]-pyridin-2-ylamine, 4-bromophenyl boronic acid, and dimethylphosphine oxide following the same procedures as Example 1 Step 1 and Step 3; ESMS: m/z 435 (M+H)+. Starting materials: C(C)C1=NN2C(=NC(=CC2=O)CO)S1 (2-ethyl-7-hydroxymethyl-[1,3,4]thiadiazolo[3,2-a]pyrimidin-5-one). Reagents/catalysts: O=[Mn]=O (MnO2). The solvent is CC(=O)C (acetone). Yields the product C(C)C1=NN2C(=NC(=CC2=O)C=O)S1 (2-Ethyl-5oxo-5H-[1,3,4]thiadiazolo[3,2-a]pyrimidine-7-carbaldehyde). RXN SMILES: [CH2:1]([C:3]1[S:14][C:6]2=[N:7][C:8]([CH2:12][OH:13])=[CH:9][C:10](=[O:11])[N:5]2[N:4]=1)[CH3:2]>CC(C)=O.O=[Mn]=O>[CH2:1]([C:3]1[S:14][C:6]2=[N:7][C:8]([CH:12]=[O:13])=[CH:9][C:10](=[O:11])[N:5]2[N:4]=1)[CH3:2]. Reported procedure: A mixture of 7-Chloromethyl-2-ethyl-[1,3,4]thiadiazolo[3,2-a]pyrimidin-5-one (11.48 g, 50 mmol), sodium iodide (15 g, 100 mmol, 2 equiv), sodium bicarbonate (12.6 g, 150 mmol, 3 equiv), water (25 mL) and DMSO (250 mL) was stirred and heated at 80° C. for 18 h. The volatiles were mostly removed on the rotary evaporator, then the residue treated with ethyl acetate to precipitate the salts, and the mixture filtered. The filtrate was lyophilized and chromatographed on silica gel using a gradient of ... The reactants are C(CC)C1=CC=C(C=C1)[C@@H]1CC[C@H](CC1)CCC1=CC=C(C=O)C=C1 (4-(2-(trans-4-(4-n-propylphenyl)cyclohexyl)ethyl)benzaldehyde), O (water), [Br-].ClC1=CC=C(C[P+](C2=CC=CC=C2)(C2=CC=CC=C2)C2=CC=CC=C2)C=C1 (4-chlorobenzyltriphenyl-phosphonium bromide), CC(C)([O-])C.[K+] (potassium-t-butoxide). Run in C1CCOC1 (THF), C1CCOC1 (THF). Reaction conditions: time 1 hour. The product is C(CC)C1=CC=C(C=C1)[C@@H]1CC[C@H](CC1)CCC1=CC=C(C=C1)C=CC1=CC=C(C=C1)Cl (4-(2-(4-(2-(trans-4-(4-n-propylphenyl)cyclohexyl)ethyl)phenyl)ethenyl)chlorobenzene). Isolated yield 60.4%. As a reaction SMILES: [Br-].[Cl:2][C:3]1[CH:28]=[CH:27][C:6]([CH2:7][P+](C2C=CC=CC=2)(C2C=CC=CC=2)C2C=CC=CC=2)=[CH:5][CH:4]=1.CC(C)([O-])C.[K+].[CH2:35]([C:38]1[CH:43]=[CH:42][C:41]([C@H:44]2[CH2:49][CH2:48][C@H:47]([CH2:50][CH2:51][C:52]3[CH:59]=[CH:58][C:55]([CH:56]=O)=[CH:54][CH:53]=3)[CH2:46][CH2:45]2)=[CH:40][CH:39]=1)[CH2:36][CH3:37].O>C1COCC1>[CH2:35]([C:38]1[CH:43]=[CH:42][C:41]([C@H:44]2[CH2:45][CH2:46][C@H:47]([CH2:50][CH2:51][C:52]3[CH:53]=[CH:54][C:55]([CH:56]=[CH:7][C:6]4[CH:5]=[CH:4][C:3]([Cl:2])=[CH:28][CH:27]=4)=[CH:58][CH:59]=3)[CH2:48][CH2:49]2)=[CH:40][CH:39]=1)[CH2:36][CH3:37] |f:0.1,2.3|. Procedure: Suspension of 11.8 g of 4-chlorobenzyltriphenyl-phosphonium bromide in 100 ml of THF was stirred under nitrogen gas stream, and 2.8 g of potassium-t-butoxide was added to the suspension at room temperature. After stirred at room temperature for 1 hour, a solution of 7 g of the 4-(2-(trans-4-(4-n-propylphenyl)cyclohexyl)ethyl)benzaldehyde in 50 ml of THF was added dropwise. After stirred at room temperature for 2 hours, 300 ml of water was added and extracted with 300 ml of ethyl acetate. Organic...